This data is from the Open Reaction Database (ORD), a public repository of structured organic reaction records. The task is: describe an organic reaction: reactants, conditions, products, and yield The reactants are [Br-].[Li+] (lithium bromide), C(CCC)P(CCCC)(CCCC)=O (tri-n-butylphosphine oxide), C(CCC)(=O)OC[C@H]1CO1 ((R)-glycidyl butyrate), FC=1C=C(C=CC1)N=C=O (3-fluorophenyl isocyanate). Reported procedure: A mixture of lithium bromide (0.181 g, 2.08 mmol), tri-n-butylphosphine oxide (0.454 g, 2.08 mmol), and dry o-xylene (10 ml) is azeotropically dried for 1 hr. After cooling below the reflux point, a mixture of (R)-glycidyl butyrate (5.000 g, 34.68 mmol) and 3-fluorophenyl isocyanate (4.755 g or 3.96 ml, 34.68 mmol) in dry o-xylene (10 ml) is added over 10 min to the hot mixture (some refluxing observed during the addition). When the addition is complete, the mixture is heated to reflux for 2 hr ... Product: C(CCC)(=O)OC[C@H]1CN(C(O1)=O)C1=CC(=CC=C1)F ((R)-[3-(3-fluorophenyl)-2-oxo-5-oxazolidinyl]methyl butyrate). Solvent: CC=1C=CC=CC1C (o-xylene), CC=1C=CC=CC1C (o-xylene). As a reaction SMILES: [Br-].[Li+].C(P(=[O:16])(CCCC)CCCC)CCC.[C:17]([O:22][CH2:23][C@@H:24]1[O:26][CH2:25]1)(=[O:21])[CH2:18][CH2:19][CH3:20].[F:27][C:28]1[CH:29]=[C:30]([N:34]=[C:35]=O)[CH:31]=[CH:32][CH:33]=1>CC1C=CC=CC=1C>[C:17]([O:22][CH2:23][C@@H:24]1[O:26][C:25](=[O:16])[N:34]([C:30]2[CH:31]=[CH:32][CH:33]=[C:28]([F:27])[CH:29]=2)[CH2:35]1)(=[O:21])[CH2:18][CH2:19][CH3:20] |f:0.1|. The reactants are Cn1c(-c2ccccc2)nnc1C(C)(C)CCCO, ClCCl, [Na+], [Na+], O=S([O-])([O-])=S. The product is Cn1c(-c2ccccc2)nnc1C(C)(C)CCC=O. As a reaction SMILES: [CH3:1][C:2]([CH2:3][CH2:4][CH2:5][OH:6])([CH3:7])[c:8]1[n:9][n:10][c:11](-[c:14]2[cH:15][cH:16][cH:17][cH:18][cH:19]2)[n:12]1[CH3:13].[Cl:27][CH2:28][Cl:29].[Na+:20].[Na+:21].[O-:22][S:23]([O-:24])(=[S:25])=[O:26]>>[CH3:1][C:2]([CH2:3][CH2:4][CH:5]=[O:6])([CH3:7])[c:8]1[n:9][n:10][c:11](-[c:14]2[cH:15][cH:16][cH:17][cH:18][cH:19]2)[n:12]1[CH3:13]. The product is CC(C)(C)C(=O)NCc1ccc(Cl)c(NC(=S)Nc2cc(C(=O)NC3CCC(C(F)(F)F)CC3)c(OCC(F)F)nc2N)c1Cl. Starting materials: CC(C)(C)C(=O)NCc1ccc(Cl)c(N=C=S)c1Cl, Nc1cc(C(=O)NC2CCC(C(F)(F)F)CC2)c(OCC(F)F)nc1N, CN(C)C=O, O. As a reaction SMILES: [Cl:1][c:2]1[c:3]([CH2:4][NH:5][C:6]([C:7]([CH3:8])([CH3:9])[CH3:10])=[O:11])[cH:12][cH:13][c:14]([Cl:19])[c:15]1[N:16]=[C:17]=[S:18].[NH2:20][c:21]1[c:22]([NH2:45])[n:23][c:24]([O:40][CH2:41][CH:42]([F:43])[F:44])[c:25]([C:26](=[O:27])[NH:28][CH:29]2[CH2:30][CH2:31][CH:32]([C:35]([F:36])([F:37])[F:38])[CH2:33][CH2:34]2)[cH:39]1.[O:46]=[CH:47][N:48]([CH3:49])[CH3:50].[OH2:51]>>[Cl:1][c:2]1[c:3]([CH2:4][NH:5][C:6]([C:7]([CH3:8])([CH3:9])[CH3:10])=[O:11])[cH:12][cH:13][c:14]([Cl:19])[c:15]1[NH:16][C:17](=[S:18])[NH:20][c:21]1[c:22]([NH2:45])[n:23][c:24]([O:40][CH2:41][CH:42]([F:43])[F:44])[c:25]([C:26](=[O:27])[NH:28][CH:29]2[CH2:30][CH2:31][CH:32]([C:35]([F:36])([F:37])[F:38])[CH2:33][CH2:34]2)[cH:39]1. The reactants are FC1=C(C2=C(NC(CO2)C)C=C1)F ((-)-7,8-difluoro-2,3-dihydro-3-methyl-4H-[1,4]benzoxazine), C(C)OC=C(C(=O)OCC)C(=O)OCC (diethyl ethoxymethylenemalonate). Reaction conditions: time 70 minute. The product is FC1=C(C2=C(N(C(CO2)C)C=C(C(=O)OCC)C(=O)OCC)C=C1)F (diethyl [(-)-7,8-difluoro-3-methyl-2,3-dihydro-4H-[1,4]benzoxazin-4-yl]methylenemalonate). The yield is 113.9%. RXN SMILES: [F:1][C:2]1[CH:12]=[CH:11][C:5]2[NH:6][CH:7]([CH3:10])[CH2:8][O:9][C:4]=2[C:3]=1[F:13].C(O[CH:17]=[C:18]([C:24]([O:26][CH2:27][CH3:28])=[O:25])[C:19]([O:21][CH2:22][CH3:23])=[O:20])C>>[F:1][C:2]1[CH:12]=[CH:11][C:5]2[N:6]([CH:17]=[C:18]([C:19]([O:21][CH2:22][CH3:23])=[O:20])[C:24]([O:26][CH2:27][CH3:28])=[O:25])[CH:7]([CH3:10])[CH2:8][O:9][C:4]=2[C:3]=1[F:13]. Procedure: To 1.13 g of (-)-7,8-difluoro-2,3-dihydro-3-methyl-4H-[1,4]benzoxazine was added 1.58 g of diethyl ethoxymethylenemalonate, and the mixture was stirred at 130° to 140° C. for 70 minutes. The reaction mixture was subjected as such to column chromatography using 50 g of silica gel and eluted with chloroform to obtain 2.47 g of diethyl [(-)-7,8-difluoro-3-methyl-2,3-dihydro-4H-[1,4]benzoxazin-4-yl]methylenemalonate. This product was dissolved in 5 ml of acetic anhydride, and 10 ml of a mixture of a... Starting materials: [OH-].[Na+] (NaOH), C(CCC)N1C=CC2=C(C=C(C=C12)C(=O)OC)C#N (methyl 1-butyl-4-cyano-1H-indole-6-carboxylate), Cl (HCl). Run in CO (methanol). Reaction conditions: temperature 40 celsius. Product: C(CCC)N1C=CC2=C(C=C(C=C12)C(=O)O)C#N (1-Butyl-4-cyano-1H-indole-6-carboxylic acid). Isolated yield 4.5%. Reaction SMILES: [CH2:1]([N:5]1[C:13]2[C:8](=[C:9]([C:18]#[N:19])[CH:10]=[C:11]([C:14]([O:16]C)=[O:15])[CH:12]=2)[CH:7]=[CH:6]1)[CH2:2][CH2:3][CH3:4].[OH-].[Na+].Cl>CO>[CH2:1]([N:5]1[C:13]2[C:8](=[C:9]([C:18]#[N:19])[CH:10]=[C:11]([C:14]([OH:16])=[O:15])[CH:12]=2)[CH:7]=[CH:6]1)[CH2:2][CH2:3][CH3:4] |f:1.2|. Reported procedure: To a mixture of methyl 1-butyl-4-cyano-1H-indole-6-carboxylate (10.5 g) in methanol (15 mL) was added 1N NaOH (3.0 mL). The mixture was heated at 40° C. for 2 h then cooled to room temperature. The mixture was poured into 1N HCl and extracted into ethyl acetate. The ethyl acetate extract was dried over anhydrous magnesium sulfate and concentrated to give 0.45 g of the title compound: 1H NMR (CDCl3) δ 0.973, 1.38, 1.88, 4.27, 6.79, 7.48, 8.24, 8.38. The reactants are C(C=CC1=CC=CC=C1)O (cinnamyl alcohol), C(C1=CC=CC=C1)OC=1C=C(C=C(C1)OCC1=CC=CC=C1)O (3,5-dibenzyloxyphenol). The product is C(C1=CC=CC=C1)OC1=C(C(=CC(=C1)OCC1=CC=CC=C1)O)C/C=C/C1=CC=CC=C1 ((E)-3-[2,4-Bis(benzyloxy)-6-hydroxyphenyl]-1-phenyl-propene). Isolated yield 62.0%. As a reaction SMILES: [CH2:1](O)[CH:2]=[CH:3][C:4]1[CH:9]=[CH:8][CH:7]=[CH:6][CH:5]=1.[CH2:11]([O:18][C:19]1[CH:20]=[C:21]([OH:33])[CH:22]=[C:23]([O:25][CH2:26][C:27]2[CH:32]=[CH:31][CH:30]=[CH:29][CH:28]=2)[CH:24]=1)[C:12]1[CH:17]=[CH:16][CH:15]=[CH:14][CH:13]=1>>[CH2:26]([O:25][C:23]1[CH:24]=[C:19]([O:18][CH2:11][C:12]2[CH:17]=[CH:16][CH:15]=[CH:14][CH:13]=2)[CH:20]=[C:21]([OH:33])[C:22]=1[CH2:1]/[CH:2]=[CH:3]/[C:4]1[CH:9]=[CH:8][CH:7]=[CH:6][CH:5]=1)[C:27]1[CH:28]=[CH:29][CH:30]=[CH:31][CH:32]=1. Procedure: Following the procedure in the literature (Li, L.; Chan, T. H. Org. Lett. 2001, 5, 739), cinnamyl alcohol was reacted with 3,5-dibenzyloxyphenol to yield (#a) as a white solid (62% yield); mp 76-78° C.; 1H NMR (CDCl3, 400 MHz) δ 7.40-7.24 (m, 15H), 6.48 (A of AB, J=15.9 Hz, 1H), 6.35 (B of ABt, J=15.9, 5.5 HZ, 1H), 6.27 (d, J=2.1 Hz, 1H), 6.16 (d, J=2.1 Hz, 1H), 5.07 (s, 1H), 5.02 (s, 2H), 4.99 (s, 2H), 3.59-3.57 (d, J=5.5 Hz, 2 H); 13C NMR (CDCl3, 400 MHz) δ 158.5, 157.6, 155.4, 137.0, 136.8, 1... Starting materials: CC(C)(C)c1ccc(CNc2ccc3c4c(cccc24)CC3)cc1, CCOCC, CS(=O)(=O)O. Yields the product CC(C)(C)c1ccc(CNc2ccc3c4c(cccc24)CC3)cc1, CS(=O)(=O)O. As a reaction SMILES: [CH2:1]1[CH2:2][c:3]2[cH:4][cH:5][c:6]([NH:13][CH2:14][c:15]3[cH:16][cH:17][c:18]([C:21]([CH3:22])([CH3:23])[CH3:24])[cH:19][cH:20]3)[c:7]3[cH:8][cH:9][cH:10][c:11]1[c:12]23.[CH2:30]([O:31][CH2:32][CH3:33])[CH3:34].[CH3:25][S:26]([OH:27])(=[O:28])=[O:29]>>[CH2:1]1[CH2:2][c:3]2[cH:4][cH:5][c:6]([NH:13][CH2:14][c:15]3[cH:16][cH:17][c:18]([C:21]([CH3:22])([CH3:23])[CH3:24])[cH:19][cH:20]3)[c:7]3[cH:8][cH:9][cH:10][c:11]1[c:12]23.[CH3:25][S:26](=[O:27])(=[O:28])[OH:29].